Dataset: the Open Reaction Database (ORD), a public repository of structured organic reaction records. Task: describe an organic reaction: reactants, conditions, products, and yield The reactants are CC1=NNC(=C1B1OC(C(O1)(C)C)(C)C)C (3,5-dimethyl-4-(4,4,5,5-tetramethyl-1,3,2-dioxaborolan-2-yl)-1H-pyrazole), FC=1C=C(CBr)C=CC1 (3-fluoro benzyl bromide), C([O-])([O-])=O.[K+].[K+] (potassium carbonate). The solvent is CN(C)C=O (DMF). The product is FC=1C=C(CN2N=C(C(=C2C)B2OC(C(O2)(C)C)(C)C)C)C=CC1 (1-(3-fluorobenzyl)-3,5-dimethyl-4-(4,4,5,5-tetramethyl-1,3,2-dioxaborolan-2-yl)-1H-pyrazole). Yield: 94.2%. RXN SMILES: [CH3:1][C:2]1[C:6]([B:7]2[O:11][C:10]([CH3:13])([CH3:12])[C:9]([CH3:15])([CH3:14])[O:8]2)=[C:5]([CH3:16])[NH:4][N:3]=1.[F:17][C:18]1[CH:19]=[C:20]([CH:23]=[CH:24][CH:25]=1)[CH2:21]Br.C(=O)([O-])[O-].[K+].[K+]>CN(C=O)C>[F:17][C:18]1[CH:19]=[C:20]([CH:23]=[CH:24][CH:25]=1)[CH2:21][N:3]1[C:2]([CH3:1])=[C:6]([B:7]2[O:11][C:10]([CH3:12])([CH3:13])[C:9]([CH3:15])([CH3:14])[O:8]2)[C:5]([CH3:16])=[N:4]1 |f:2.3.4|. Procedure: Using similar reaction conditions as described in (step i of Intermediate-2), 3,5-dimethyl-4-(4,4,5,5-tetramethyl-1,3,2-dioxaborolan-2-yl)-1H-pyrazole (1 g, 4.5 mmol) was reacted with 3-fluoro benzyl bromide (1.02 g, 5.4 mmol) in DMF (10 ml) and potassium carbonate (1.86 g, 13.5 mmol) to afford 1.4 g (94.59% yield) of the pure product. Starting materials: FC=1C(=CN(C1C=1C(=NC=CC1)F)S(=O)(=O)C1=CC(=CC=C1)F)CN(C(OC(C)(C)C)=O)C (Tert-butyl ({4-fluoro-1-[(3-fluorophenyl)sulfonyl]-5-(2-fluoropyridin-3-yl)-1H-pyrrol-3-yl}methyl)methylcarbamate), C(C)(=O)OCC.Cl (hydrogen chloride-ethyl acetate). Run in C(C)(=O)OCC (ethyl acetate), CC(C)O (2-propanol). Conditions: time 3 hour. Product: Cl.FC=1C(=CN(C1C=1C(=NC=CC1)F)S(=O)(=O)C1=CC(=CC=C1)F)CNC (1-{4-fluoro-1-[(3-fluorophenyl)sulfonyl]-5-(2-fluoropyridin-3-yl)-1H-pyrrol-3-yl}-N-methylmethanamine hydrochloride). Yield: 61.0%. As a reaction SMILES: [F:1][C:2]1[C:3]([CH2:24][N:25](C)[C:26](=O)OC(C)(C)C)=[CH:4][N:5]([S:14]([C:17]2[CH:22]=[CH:21][CH:20]=[C:19]([F:23])[CH:18]=2)(=[O:16])=[O:15])[C:6]=1[C:7]1[C:8]([F:13])=[N:9][CH:10]=[CH:11][CH:12]=1.C(OCC)(=O)C.[ClH:40]>C(OCC)(=O)C.CC(O)C>[ClH:40].[F:1][C:2]1[C:3]([CH2:24][NH:25][CH3:26])=[CH:4][N:5]([S:14]([C:17]2[CH:22]=[CH:21][CH:20]=[C:19]([F:23])[CH:18]=2)(=[O:16])=[O:15])[C:6]=1[C:7]1[C:8]([F:13])=[N:9][CH:10]=[CH:11][CH:12]=1 |f:1.2,5.6|. Procedure: Tert-butyl ({4-fluoro-1-[(3-fluorophenyl)sulfonyl]-5-(2-fluoropyridin-3-yl)-1H-pyrrol-3-yl}methyl)methylcarbamate (527 mg) was dissolved in ethyl acetate (5 mL) and 2-propanol (3 mL), and 4 mol/L hydrogen chloride-ethyl acetate solution (5 mL) was added at room temperature. The reaction mixture was stirred for 3 hr and concentrated under reduced pressure. The residue was recrystallized from ethanol to give the title compound as colorless crystals (yield 255 mg, 61%). Reactants: CCOC(=O)C(C)Br, O=C([O-])[O-], CC#N, O=c1[nH]cc(-c2ccc(Cl)cc2)n1C1CC1, [Cs+], [Cs+]. Product: CCOC(=O)C(C)n1cc(-c2ccc(Cl)cc2)n(C2CC2)c1=O. As a reaction SMILES: [Br:17][CH:18]([C:19](=[O:20])[O:21][CH2:22][CH3:23])[CH3:24].[C:25](=[O:26])([O-:27])[O-:28].[CH3:31][C:32]#[N:33].[Cl:1][c:2]1[cH:3][cH:4][c:5](-[c:8]2[cH:9][nH:10][c:11](=[O:16])[n:12]2[CH:13]2[CH2:14][CH2:15]2)[cH:6][cH:7]1.[Cs+:29].[Cs+:30]>>[Cl:1][c:2]1[cH:3][cH:4][c:5](-[c:8]2[cH:9][n:10]([CH:18]([C:19](=[O:20])[O:21][CH2:22][CH3:23])[CH3:24])[c:11](=[O:16])[n:12]2[CH:13]2[CH2:14][CH2:15]2)[cH:6][cH:7]1. Reactants: COC(C1=C(C(=C(C(=C1)N)N)Cl)N)=O (2,4,5-triamino-3-chloro-benzoic acid methyl ester), C(C)(=O)O.C(=N)N (formamidine acetate). Run at temperature 80 celsius, time 2 day. The product is COC(=O)C1=CC2=C(NC=N2)C(=C1N)Cl (6-amino-7-chloro-1H-benzoimidazole-5-carboxylic acid methyl ester). Isolated yield 64.0%. Reaction SMILES: [CH3:1][O:2][C:3](=[O:14])[C:4]1[CH:9]=[C:8]([NH2:10])[C:7]([NH2:11])=[C:6]([Cl:12])[C:5]=1[NH2:13].[C:15](O)(=O)C.C(N)=N>>[CH3:1][O:2][C:3]([C:4]1[C:5]([NH2:13])=[C:6]([Cl:12])[C:7]2[NH:11][CH:15]=[N:10][C:8]=2[CH:9]=1)=[O:14] |f:1.2|. Procedure: See step e) of example H7 using 2,4,5-triamino-3-chloro-benzoic acid methyl ester as starting material and 2 equivalents of formamidine acetate. The reaction is stirred 2 days at a temperature of 80° C. Then the mixture is extracted with a solution of NaHCO3 saturated (2 times) and EtOAc. The organic phase is washed once with brine, dried on Na2SO4, filtrated and evaporated. A red-violet solid is obtained within 64% yield. LC/MS: 226/228 (M+1)+ Reactants: C(#N)N1CCC(CC1)N(C(C1=CC=C(C=C1)C1=CN=CO1)=O)C1CC1 (N-(1-cyano-piperidin-4-yl)-N-cyclopropyl-4-oxazol-5-yl-benzamide), ONC(C1=CN=CC=C1)=N (N-hydroxy-nicotinamidine). Product: C1(CC1)N(C(C1=CC=C(C=C1)C1=CN=CO1)=O)C1CCN(CC1)C1=NC(=NO1)C=1C=NC=CC1 (N-Cyclopropyl-4-oxazol-5-yl-N-[1-(3-pyridin-3-yl-[1,2,4]oxadiazol-5-yl)-piperidin-4-yl]-benzamide). RXN SMILES: [C:1]([N:3]1[CH2:8][CH2:7][CH:6]([N:9]([CH:23]2[CH2:25][CH2:24]2)[C:10](=[O:22])[C:11]2[CH:16]=[CH:15][C:14]([C:17]3[O:21][CH:20]=[N:19][CH:18]=3)=[CH:13][CH:12]=2)[CH2:5][CH2:4]1)#[N:2].[OH:26][NH:27][C:28](=N)[C:29]1[CH:34]=[CH:33][CH:32]=[N:31][CH:30]=1>>[CH:23]1([N:9]([CH:6]2[CH2:5][CH2:4][N:3]([C:1]3[O:26][N:27]=[C:28]([C:29]4[CH:30]=[N:31][CH:32]=[CH:33][CH:34]=4)[N:2]=3)[CH2:8][CH2:7]2)[C:10](=[O:22])[C:11]2[CH:12]=[CH:13][C:14]([C:17]3[O:21][CH:20]=[N:19][CH:18]=3)=[CH:15][CH:16]=2)[CH2:25][CH2:24]1. Procedure details: The title compound is prepared from N-(1-cyano-piperidin-4-yl)-N-cyclopropyl-4-oxazol-5-yl-benzamide and N-hydroxy-nicotinamidine following a procedure analogous to that described in Example 1. LC (method 6): tR=1.57 min; Mass spectrum (ESI+): m/z=457 [M+H]+. Reactants: COC1=C(CN[C@@H]2[C@@H](NCCC2)C2=CC=CC=C2)C=C(C=C1)C(C(F)(F)F)(F)F ((2S, 3S)-3-(2-Methoxy-5-(1,1,2,2,2-pentafluoroethyl)benzyl)amino-2-phenylpiperidine), Cl.Cl.FC(C)(F)C=1C=CC(=C(CN[C@@H]2[C@@H](NCCC2)C2=CC=CC=C2)C1)OC(F)(F)F ((2S,3S)-3-(5-(1,1-Difluoroethyl)-2-(trifluoromethoxy)benzyl)amino-2-phenylpiperidine dihydrochloride). Yields the product Cl.Cl.COC1=C(CN[C@@H]2[C@@H](NCCC2)C2=CC=CC=C2)C=C(C=C1)C(C(F)(F)F)(F)F ((2S,3S)-3-(2-Methoxy-5-(1,1,2,2,2-pentafluoroethyl)benzyl)amino-2-phenylpiperidine dihydrochloride). As a reaction SMILES: [CH3:1][O:2][C:3]1[CH:22]=[CH:21][C:20]([C:23]([F:29])([F:28])[C:24]([F:27])([F:26])[F:25])=[CH:19][C:4]=1[CH2:5][NH:6][C@H:7]1[CH2:12][CH2:11][CH2:10][NH:9][C@H:8]1[C:13]1[CH:18]=[CH:17][CH:16]=[CH:15][CH:14]=1.[ClH:30].Cl.FC(C1C=CC(OC(F)(F)F)=C(C=1)CN[C@H]1CCCN[C@H]1C1C=CC=CC=1)(F)C>>[ClH:30].[ClH:30].[CH3:1][O:2][C:3]1[CH:22]=[CH:21][C:20]([C:23]([F:29])([F:28])[C:24]([F:25])([F:26])[F:27])=[CH:19][C:4]=1[CH2:5][NH:6][C@H:7]1[CH2:12][CH2:11][CH2:10][NH:9][C@H:8]1[C:13]1[CH:18]=[CH:17][CH:16]=[CH:15][CH:14]=1 |f:1.2.3,4.5.6|. Procedure: This compound was prepared from Compound 42 in the same manner of Compound 28. Starting materials: B(F)(F)F.CCOCC (boron trifluoride etherate), SCC(CO)O (3-mercapto-1,2-propanediol), O=C(CCC(=O)OCC)CCC(=O)OCC (diethyl 4-oxopimelate). The solvent is C(Cl)Cl (methylene chloride). Product: OCC1CSC(O1)(CCC(=O)OCC)CCC(=O)OCC (Diethyl 5-(hydroxymethyl)-1,3-oxathiolane-2,2-dipropanoate), product. Yield: 45.0%. RXN SMILES: [SH:1][CH2:2][CH:3]([OH:6])[CH2:4][OH:5].O=[C:8]([CH2:16][CH2:17][C:18]([O:20][CH2:21][CH3:22])=[O:19])[CH2:9][CH2:10][C:11]([O:13][CH2:14][CH3:15])=[O:12].B(F)(F)F.CCOCC>C(Cl)Cl>[OH:5][CH2:4][CH:3]1[O:6][C:8]([CH2:16][CH2:17][C:18]([O:20][CH2:21][CH3:22])=[O:19])([CH2:9][CH2:10][C:11]([O:13][CH2:14][CH3:15])=[O:12])[S:1][CH2:2]1 |f:2.3|. Procedure details: The title compound was prepared according to the procedure of Example 1 using 3-mercapto-1,2-propanediol (10.8 g, 0.1 mol), diethyl 4-oxopimelate (23 g, 0.1 mol) and boron trifluoride etherate (2.5 ml) in methylene chloride (300 ml). The crude product was chromatographed on silica gel using 40% ethyl acetate/hexane as eluent to give 14.5 g (45%) of product. Reactants: C1=C(C=CC=2OC3=CC=CC=C3CC12)C(CO)C (2-(2-xanthenyl)-propanol), C(C)(=O)OC(C)=O (acetic anhydride). Run in N1=CC=CC=C1 (pyridine). Run at time 24 hour. Product: C(C)(=O)OCCC1=CC=2CC3=CC=CC=C3OC2C=C1 (2-(2-xanthenyl)-ethyl acetate). As a reaction SMILES: [CH:1]1[C:14]2[CH2:13][C:12]3[C:7](=[CH:8][CH:9]=[CH:10][CH:11]=3)[O:6][C:5]=2[CH:4]=[CH:3][C:2]=1[CH:15](C)[CH2:16][OH:17].[C:19](OC(=O)C)(=[O:21])[CH3:20]>N1C=CC=CC=1>[C:19]([O:17][CH2:16][CH2:15][C:2]1[CH:3]=[CH:4][C:5]2[O:6][C:7]3[C:12](=[CH:11][CH:10]=[CH:9][CH:8]=3)[CH2:13][C:14]=2[CH:1]=1)(=[O:21])[CH3:20]. Procedure: One gram of 2-(2-xanthenyl)-propanol is allowed to stand for 24 hours in 5 ml. of pyridine and 5 ml. of acetic anhydride. The mixture is concentrated, worked up as usual, and the product is 2-(2-xanthenyl)-propyl acetate, m.p. 62°-64°. Starting materials: CN(C)Cc1cc(CSCCN)cs1, CO, COc1c(N)c(=O)c1=O. The product is CN(C)Cc1cc(CSCCNc2c(N)c(=O)c2=O)cs1. RXN SMILES: [CH3:1][N:2]([CH3:3])[CH2:4][c:5]1[cH:6][c:7]([CH2:10][S:11][CH2:12][CH2:13][NH2:14])[cH:8][s:9]1.[CH3:24][OH:25].[NH2:15][c:16]1[c:17]([O:22][CH3:23])[c:18](=[O:21])[c:19]1=[O:20]>>[CH3:1][N:2]([CH3:3])[CH2:4][c:5]1[cH:6][c:7]([CH2:10][S:11][CH2:12][CH2:13][NH:14][c:17]2[c:16]([NH2:15])[c:19](=[O:20])[c:18]2=[O:21])[cH:8][s:9]1.